From a dataset of the Open Reaction Database (ORD), a public repository of structured organic reaction records. describe an organic reaction: reactants, conditions, products, and yield Yields the product Cc1cn(-c2cccc(C3=Nc4ccc(C#Cc5ccccc5)cc4NC(=O)C3)c2)c(C)n1. RXN SMILES: [C:1]([O:2][C:3](=[O:4])[NH:7][c:8]1[c:9]([NH:22][C:23]([CH2:24][C:25](=[O:5])[c:27]2[cH:28][c:29](-[n:33]3[c:34]([CH3:39])[n:35][c:36]([CH3:38])[cH:37]3)[cH:30][cH:31][cH:32]2)=[O:40])[cH:10][c:11]([C:14]#[C:15][c:16]2[cH:17][cH:18][cH:19][cH:20][cH:21]2)[cH:12][cH:13]1)([CH3:6])([CH3:26])[CH3:41].[Cl:49][CH2:50][Cl:51].[F:42][C:43]([F:44])([F:45])[C:46]([OH:47])=[O:48]>>[N:7]1=[C:25]([c:27]2[cH:28][c:29](-[n:33]3[c:34]([CH3:39])[n:35][c:36]([CH3:38])[cH:37]3)[cH:30][cH:31][cH:32]2)[CH2:24][C:23](=[O:40])[NH:22][c:9]2[c:8]1[cH:13][cH:12][c:11]([C:14]#[C:15][c:16]1[cH:17][cH:18][cH:19][cH:20][cH:21]1)[cH:10]2. Reactants: Cc1cn(-c2cccc(C(=O)CC(=O)Nc3cc(C#Cc4ccccc4)ccc3NC(=O)OC(C)(C)C)c2)c(C)n1, ClCCl, O=C(O)C(F)(F)F. Yields the product ClC1=C(CNC(C(C2=C(C=C(C=C2)OC)F)OCC)=O)C=CC(=C1)C#N ((RS)-N-(2-chloro-4-cyano-benzyl)-2-ethoxy-2-(2-fluoro-4-methoxy-phenyl)-acetamide). Starting materials: C(C)OC(C(=O)O)C1=C(C=C(C=C1)OC)F ((RS)-Ethoxy-(2-fluoro-4-methoxy-phenyl)-acetic acid), NCC1=C(C=C(C#N)C=C1)Cl (4-aminomethyl-3-chlorobenzonitrile). Procedure details: (RS)-Ethoxy-(2-fluoro-4-methoxy-phenyl)-acetic acid, described in example 63.1 was coupled with 4-aminomethyl-3-chlorobenzonitrile (CAS 202521-97-9) according to general procedure C to give (RS)-N-(2-chloro-4-cyano-benzyl)-2-ethoxy-2-(2-fluoro-4-methoxy-phenyl)-acetamide. Yellow oil. MS 377.2 ([M+H]+) As a reaction SMILES: [CH2:1]([O:3][CH:4]([C:8]1[CH:13]=[CH:12][C:11]([O:14][CH3:15])=[CH:10][C:9]=1[F:16])[C:5]([OH:7])=O)[CH3:2].[NH2:17][CH2:18][C:19]1[CH:26]=[CH:25][C:22]([C:23]#[N:24])=[CH:21][C:20]=1[Cl:27]>>[Cl:27][C:20]1[CH:21]=[C:22]([C:23]#[N:24])[CH:25]=[CH:26][C:19]=1[CH2:18][NH:17][C:5](=[O:7])[CH:4]([O:3][CH2:1][CH3:2])[C:8]1[CH:13]=[CH:12][C:11]([O:14][CH3:15])=[CH:10][C:9]=1[F:16]. The reactants are CC(C)OC(=O)/N=N/C(=O)OC(C)C (DIAD), FC(C(C1=CC2=CC=C(C=C2C=C1)O)N1CCC(CC1)C(=O)OC)(F)F (methyl 1-(2,2,2-trifluoro-1-(6-hydroxynaphthalen-2-yl)ethyl)piperidine-4-carboxylate), C(C)(C)(C)[C@H]1CC[C@H](CC1)O (cis-4-(t-butyl)cyclohexanol), C1=CC=C(C=C1)P(C2=CC=CC=C2)C3=CC=CC=C3 (PPh3). Run in C1CCOC1 (THF), C(C)(=O)OCC (ethyl acetate). Conditions: temperature 80 celsius, time 2 hour. Product: C(C)(C)(C)[C@@H]1CC[C@H](CC1)OC=1C=C2C=CC(=CC2=CC1)C(C(F)(F)F)N1CCC(CC1)C(=O)OC (methyl 1-(1-(6-(trans-4-tert-butylcyclohexyloxy)naphthalen-2-yl)-2,2,2-trifluoroethyl)piperidine-4-carboxylate). The yield is 32.1%. As a reaction SMILES: [F:1][C:2]([F:26])([F:25])[CH:3]([N:15]1[CH2:20][CH2:19][CH:18]([C:21]([O:23][CH3:24])=[O:22])[CH2:17][CH2:16]1)[C:4]1[CH:13]=[CH:12][C:11]2[C:6](=[CH:7][CH:8]=[C:9]([OH:14])[CH:10]=2)[CH:5]=1.[C:27]([C@@H:31]1[CH2:36][CH2:35][C@H:34](O)[CH2:33][CH2:32]1)([CH3:30])([CH3:29])[CH3:28].C1C=CC(P(C2C=CC=CC=2)C2C=CC=CC=2)=CC=1.CC(OC(/N=N/C(OC(C)C)=O)=O)C>C1COCC1.C(OCC)(=O)C>[C:27]([C@H:31]1[CH2:36][CH2:35][C@H:34]([O:14][C:9]2[CH:10]=[C:11]3[C:6](=[CH:7][CH:8]=2)[CH:5]=[C:4]([CH:3]([N:15]2[CH2:20][CH2:19][CH:18]([C:21]([O:23][CH3:24])=[O:22])[CH2:17][CH2:16]2)[C:2]([F:1])([F:25])[F:26])[CH:13]=[CH:12]3)[CH2:33][CH2:32]1)([CH3:30])([CH3:29])[CH3:28]. Procedure: To a stirring mixture of methyl 1-(2,2,2-trifluoro-1-(6-hydroxynaphthalen-2-yl)ethyl)piperidine-4-carboxylate (300 mg, 0.8 mmol), cis-4-(t-butyl)cyclohexanol (245 mg, 1.6 mmol, 2 eq) and PPh3 (420 mg, 1.6 mmol, 2 eq) in THF (3 mL) was added DIAD (323 g, 1.6 mmol, 2 eq) at room temperate under N2 atmosphere. The mixture was stirred at 80° C. for 2 h, diluted with ethyl acetate (10 mL) and washed with water (5 mL*3). The organic solvent was removed in vacuum and the residue was purified by silica ... Reactants: N(=[N+]=[N-])C=1N(C(=C(N1)Br)C(=O)NCC1=C(C(=C(C=C1)Br)OC1=CC(=CC(=C1)C#N)Cl)F)COCC[Si](C)(C)C (2-azido-4-bromo-N-({4-bromo-3-[(3-chloro-5-cyanophenyl)oxy]-2-fluorophenyl}methyl)-1-({[2-(trimethylsilyl)ethyl]oxy}methyl)-1H-imidazole-5-carboxamide). Reagents/catalysts: [Pd] (palladium). The solvent is C1CCOC1 (THF). Yields the product NC=1N(C(=C(N1)Br)C(=O)NCC1=C(C(=C(C=C1)Br)OC1=CC(=CC(=C1)C#N)Cl)F)COCC[Si](C)(C)C (2-amino-4-bromo-N-({4-bromo-3-[(3-chloro-5-cyanophenyl)oxy]-2-fluorophenyl}methyl)-1-({[2-(trimethylsilyl)ethyl]oxy}methyl)-1H-imidazole-5-carboxamide). Yield: 0.1%. As a reaction SMILES: [N:1]([C:4]1[N:5]([CH2:32][O:33][CH2:34][CH2:35][Si:36]([CH3:39])([CH3:38])[CH3:37])[C:6]([C:10]([NH:12][CH2:13][C:14]2[CH:19]=[CH:18][C:17]([Br:20])=[C:16]([O:21][C:22]3[CH:27]=[C:26]([C:28]#[N:29])[CH:25]=[C:24]([Cl:30])[CH:23]=3)[C:15]=2[F:31])=[O:11])=[C:7]([Br:9])[N:8]=1)=[N+]=[N-]>C1COCC1.[Pd]>[NH2:1][C:4]1[N:5]([CH2:32][O:33][CH2:34][CH2:35][Si:36]([CH3:39])([CH3:38])[CH3:37])[C:6]([C:10]([NH:12][CH2:13][C:14]2[CH:19]=[CH:18][C:17]([Br:20])=[C:16]([O:21][C:22]3[CH:27]=[C:26]([C:28]#[N:29])[CH:25]=[C:24]([Cl:30])[CH:23]=3)[C:15]=2[F:31])=[O:11])=[C:7]([Br:9])[N:8]=1. Procedure: A solution of 2-azido-4-bromo-N-({4-bromo-3-[(3-chloro-5-cyanophenyl)oxy]-2-fluorophenyl}methyl)-1-({[2-(trimethylsilyl)ethyl]oxy}methyl)-1H-imidazole-5-carboxamide (0.030 g, 0.043 mmol) and catalytic palladium on Ca2CO3 (poisoned with lead) in THF (1 mL) was stirred under atmospheric hydrogen pressure overnight. The reaction mixture was filtered through celite and evaporated to give the title compound (0.029 mg, quant.) as a clear oil. 1H NMR (400 MHz, CHLOROFORM-d) δ ppm 7.43 (dd, J=8.47, 1.42... The reactants are C(C)(C)(C)N1C(N(C2=C(C=NC=3C(=CC=CC23)OC)C1=O)C1CCCC1)=O (3-tert-butyl-1-cyclopentyl-7-methoxy-1H-pyrimido[5,4-c]quinoline-2,4-dione), FC(C(=O)O)(F)F (trifluoroacetic acid). Run in C(Cl)Cl (DCM). The product is C1(CCCC1)N1C(NC(C=2C=NC=3C(=CC=CC3C21)OC)=O)=O (1-Cyclopentyl-7-methoxy-1H-pyrimido[5,4-c]quinoline-2,4-dione). The yield is 51.4%. Reaction SMILES: C([N:5]1[C:20](=[O:21])[C:9]2[CH:10]=[N:11][C:12]3[C:13]([O:18][CH3:19])=[CH:14][CH:15]=[CH:16][C:17]=3[C:8]=2[N:7]([CH:22]2[CH2:26][CH2:25][CH2:24][CH2:23]2)[C:6]1=[O:27])(C)(C)C.FC(F)(F)C(O)=O>C(Cl)Cl>[CH:22]1([N:7]2[C:8]3[C:17]4[CH:16]=[CH:15][CH:14]=[C:13]([O:18][CH3:19])[C:12]=4[N:11]=[CH:10][C:9]=3[C:20](=[O:21])[NH:5][C:6]2=[O:27])[CH2:23][CH2:24][CH2:25][CH2:26]1. Reported procedure: 1-Cyclopentyl-7-methoxy-1H-pyrimido[5,4-c]quinoline-2,4-dione (8 mg) was prepared from 3-tert-butyl-1-cyclopentyl-7-methoxy-1H-pyrimido[5,4-c]quinoline-2,4-dione (18 mg, 0.05 mmol) with treatment of trifluoroacetic acid (20 L) in DCM (1 mL). LCMS: m/z 312 [M+1]+. Starting materials: Cc1cc(C(=O)O)cc(Cl)n1, Cc1ccc2cccc(N)c2n1. Reagents/catalysts: C1CCN(C1)[P+](N2CCCC2)(N3CCCC3)ON4C5=CC=CC=C5N=N4.F[P-](F)(F)(F)(F)F (PyBOP), CCN(C(C)C)C(C)C (DIPEA). Run in CN(C)C=O (DMF), CN(C)C=O (DMF), CN(C)C=O (DMF), CN(C)C=O (DMF), CN(C)C=O (DMF), CN(C)C=O (DMF). Conditions: temperature 25 celsius, time 2 hour. The product is Cc1cc(C(=O)Nc2cccc3ccc(C)nc23)cc(Cl)n1. The yield is 52.6%. As a reaction SMILES: Cc1ccc2cccc(N)c2n1.Cc1cc(C(=O)O)cc(Cl)n1.C1CCN(C1)[P+](N2CCCC2)(N3CCCC3)ON4C5=CC=CC=C5N=N4.F[P-](F)(F)(F)(F)F.CCN(C(C)C)C(C)C.CN(C)C=O>>Cc1cc(C(=O)Nc2cccc3ccc(C)nc23)cc(Cl)n1.